This data is from the Open Reaction Database (ORD), a public repository of structured organic reaction records. The task is: describe an organic reaction: reactants, conditions, products, and yield The reactants are CCN(CC)C(=O)c1ccc2c(c1)Oc1c(C(=O)OC)cccc1N2C1CCN(Cc2ccccc2)CC1, CO, [Na+], [OH-]. Product: CCN(CC)C(=O)c1ccc2c(c1)Oc1c(C(=O)O)cccc1N2C1CCN(Cc2ccccc2)CC1. RXN SMILES: [CH3:1][O:2][C:3](=[O:4])[c:5]1[cH:6][cH:7][cH:8][c:9]2[c:18]1[O:17][c:16]1[c:11]([cH:12][cH:13][c:14]([C:19]([N:20]([CH2:21][CH3:22])[CH2:23][CH3:24])=[O:25])[cH:15]1)[N:10]2[CH:26]1[CH2:27][CH2:28][N:29]([CH2:32][c:33]2[cH:34][cH:35][cH:36][cH:37][cH:38]2)[CH2:30][CH2:31]1.[CH3:41][OH:42].[Na+:40].[OH-:39]>>[O:2]=[C:3]([OH:4])[c:5]1[cH:6][cH:7][cH:8][c:9]2[c:18]1[O:17][c:16]1[c:11]([cH:12][cH:13][c:14]([C:19]([N:20]([CH2:21][CH3:22])[CH2:23][CH3:24])=[O:25])[cH:15]1)[N:10]2[CH:26]1[CH2:27][CH2:28][N:29]([CH2:32][c:33]2[cH:34][cH:35][cH:36][cH:37][cH:38]2)[CH2:30][CH2:31]1. Starting materials: OC1=C(NC(C2=CC=CC=C12)=O)C(=O)OC (methyl 4-hydroxy-1 (2H)-isoquinolone-3-carboxylate), P(=O)(Cl)(Cl)Cl (phosphorus oxychloride), ice water. Yields the product ClC1=NC(=C(C2=CC=CC=C12)O)C(=O)OC (Methyl 1-chloro-4-hydroxyisoquinoline-3-carboxylate). Reaction SMILES: [OH:1][C:2]1[C:11]2[C:6](=[CH:7][CH:8]=[CH:9][CH:10]=2)[C:5](=O)[NH:4][C:3]=1[C:13]([O:15][CH3:16])=[O:14].P(Cl)(Cl)([Cl:19])=O>>[Cl:19][C:5]1[C:6]2[C:11](=[CH:10][CH:9]=[CH:8][CH:7]=2)[C:2]([OH:1])=[C:3]([C:13]([O:15][CH3:16])=[O:14])[N:4]=1. Procedure: 2.84 g (13 mmol) of methyl 4-hydroxy-1 (2H)-isoquinolone-3-carboxylate (prepared as in M. Suzuki, SYNTHESIS, 461 (1978)) was stirred at 70° C. for 3 h in 25 ml of phosphorus oxychloride. After cooling, the mixture was added to 500 ml of ice water, the precipitate was filtered off with suction next morning and dried at 70° C. under an IR Lamp. 2.96 g of product were obtained; m.p. 168° C. Starting materials: O=C(O)c1nc(Cl)c(Cl)c(Cl)c1Cl, Cl, NN, [Na+], [Na+], O=C([O-])[O-], O. Yields the product NNc1c(Cl)c(Cl)nc(C(=O)O)c1Cl. Reaction SMILES: [Cl:1][c:2]1[c:3]([Cl:13])[c:4]([Cl:12])[c:5]([Cl:11])[c:6]([C:8](=[O:9])[OH:10])[n:7]1.[ClH:22].[NH2:14][NH2:15].[Na+:16].[Na+:17].[O-:18][C:19](=[O:20])[O-:21].[OH2:23]>>[Cl:1][c:2]1[c:3]([Cl:13])[c:4]([NH:14][NH2:15])[c:5]([Cl:11])[c:6]([C:8](=[O:9])[OH:10])[n:7]1.